describe an organic reaction: reactants, conditions, products, and yield From a dataset of the Open Reaction Database (ORD), a public repository of structured organic reaction records. The reactants are O[C@@H]1[C@H](C[C@@H]2CC[C@H]3[C@@H]4CC[C@@H]([C@@]4(C)C[C@H]([C@@H]3[C@]2(C1)C)NCCC(C)C)C(=O)OCCC)O (Propyl 2β,3α-dihydroxy-11α-(3-methylbutylamino)-5α-androstane-17β-carboxylate), Cl (HCl), O (water). Yields the product Cl.O[C@@H]1[C@H](C[C@@H]2CC[C@H]3[C@@H]4CC[C@@H]([C@@]4(C)C[C@H]([C@@H]3[C@]2(C1)C)NCCC(C)C)C(=O)OCCC)O (Propyl 2β,3α-dihydroxy-11α-(3-methylbutylamino)-5α-androstane-17β-carboxylate hydrochloride). Isolated yield 0.5%. Reaction SMILES: [OH:1][C@H:2]1[CH2:19][C@@:18]2([CH3:20])[C@@H:5]([CH2:6][CH2:7][C@@H:8]3[C@@H:17]2[C@H:16]([NH:21][CH2:22][CH2:23][CH:24]([CH3:26])[CH3:25])[CH2:15][C@@:13]2([CH3:14])[C@H:9]3[CH2:10][CH2:11][C@@H:12]2[C:27]([O:29][CH2:30][CH2:31][CH3:32])=[O:28])[CH2:4][C@@H:3]1[OH:33].O.[ClH:35]>>[ClH:35].[OH:1][C@H:2]1[CH2:19][C@@:18]2([CH3:20])[C@@H:5]([CH2:6][CH2:7][C@@H:8]3[C@@H:17]2[C@H:16]([NH:21][CH2:22][CH2:23][CH:24]([CH3:26])[CH3:25])[CH2:15][C@@:13]2([CH3:14])[C@H:9]3[CH2:10][CH2:11][C@@H:12]2[C:27]([O:29][CH2:30][CH2:31][CH3:32])=[O:28])[CH2:4][C@@H:3]1[OH:33] |f:3.4|. Procedure details: Propyl 2β,3α-dihydroxy-11α-(3-methylbutylamino)-5α-androstane-17β-carboxylate (40 mg) was dissolved in 0.0987M HCl solution (0.88 ml), made up to 8 g with water and filtered. This gave a 0.5% solution with respect to free base, pH 3.8.